This data is from the Open Reaction Database (ORD), a public repository of structured organic reaction records. The task is: describe an organic reaction: reactants, conditions, products, and yield Starting materials: CCOC(=O)OC(=O)OCC, CCOC(=O)n1nc2cccc(Cl)c2c1N. The product is Nc1n[nH]c2cccc(Cl)c12. RXN SMILES: [CH2:17]([O:18][C:19]([O:20][C:21]([O:22][CH2:23][CH3:24])=[O:25])=[O:26])[CH3:27].[CH2:1]([O:2][C:3](=[O:4])[n:6]1[n:7][c:8]2[cH:9][cH:10][cH:11][c:12]([Cl:16])[c:13]2[c:14]1[NH2:15])[CH3:5]>>[n:6]1[nH:7][c:8]2[cH:9][cH:10][cH:11][c:12]([Cl:16])[c:13]2[c:14]1[NH2:15]. The reactants are COc1cncc(Br)c1, CO, [Cu]Br, [NH4+], [OH-]. Reaction SMILES: [Br:1][c:2]1[cH:3][c:4]([O:8][CH3:9])[cH:5][n:6][cH:7]1.[CH3:12][OH:13].[Cu:14][Br:15].[NH4+:10].[OH-:11]>>[c:2]1([NH2:10])[cH:3][c:4]([O:8][CH3:9])[cH:5][n:6][cH:7]1. Product: COc1cncc(N)c1. The reactants are CN1CCOCC1 (N-methylmorpholine), 4-N,N-dimethylaminopyridine, propanephosphonic anhydride, C(C)(C)(C)NC(=O)C=1N=C(SC1C(=O)O)OC (4-tert-butylaminocarbonyl-2-methoxythiazole-5-carboxylic acid). The solvent is C(Cl)Cl (CH2Cl2), C(Cl)Cl (CH2Cl2). Yields the product C(C)(C)(C)N1C(=O)C=2N=C(SC2C1=O)OC (N-tert-Butyl-2-methoxythiazole-4,5-dicarboximide). Reaction SMILES: CN1CCOCC1.[C:8]([NH:12][C:13]([C:15]1[N:16]=[C:17]([O:23][CH3:24])[S:18][C:19]=1[C:20](O)=[O:21])=[O:14])([CH3:11])([CH3:10])[CH3:9]>C(Cl)Cl>[C:8]([N:12]1[C:20](=[O:21])[C:19]2[S:18][C:17]([O:23][CH3:24])=[N:16][C:15]=2[C:13]1=[O:14])([CH3:11])([CH3:10])[CH3:9]. Procedure: 3.75 g (37.1 mmol) of N-methylmorpholine, 1.20 g (10 mmol) of 4-N,N-dimethylaminopyridine and 8.70 g of a 50% strength solution (13.7 mmol) of propanephosphonic anhydride in CH2Cl2 were added in succession to a solution of 2.6 g (10 mmol) of 4-tert-butylaminocarbonyl-2-methoxythiazole-5-carboxylic acid in 100 ml of CH2Cl2 at -5° C. The mixture was refluxed for 6 hours, after which the solvent was removed and the residue was taken up with ethyl acetate. The solution was extracted twice with satur... Reactants: BrC=1C=C(C2=C(N1)NN=C2)C(=O)NCC=2C(NC(=CC2C)C)=O (6-bromo-N-((4,6-dimethyl-2-oxo-1,2-dihydropyridin-3-yl)methyl)-1H-pyrazolo[3,4-b]pyridine-4-carboxamide), C(=O)([O-])[O-].[K+].[K+] (K2CO3), ClC=C(C)C (chloro-2-methylpropene), O (water). The solvent is CN(C)C=O (DMF), CO.C(Cl)Cl (MeOH DCM). Conditions: temperature 80 celsius, time 2 hour. Yields the product BrC=1C=C(C2=C(N1)N(N=C2)CC(=C)C)C(=O)NCC=2C(NC(=CC2C)C)=O (6-bromo-N-((4,6-dimethyl-2-oxo-1,2-dihydropyridin-3-yl)methyl)-1-(2-methylallyl)-1H-pyrazolo[3,4-b]pyridine-4-carboxamide). Isolated yield 46.5%. RXN SMILES: [Br:1][C:2]1[CH:3]=[C:4]([C:11]([NH:13][CH2:14][C:15]2[C:16](=[O:23])[NH:17][C:18]([CH3:22])=[CH:19][C:20]=2[CH3:21])=[O:12])[C:5]2[CH:10]=[N:9][NH:8][C:6]=2[N:7]=1.C([O-])([O-])=O.[K+].[K+].Cl[CH:31]=[C:32]([CH3:34])[CH3:33].O>CN(C=O)C.CO.C(Cl)Cl>[Br:1][C:2]1[CH:3]=[C:4]([C:11]([NH:13][CH2:14][C:15]2[C:16](=[O:23])[NH:17][C:18]([CH3:22])=[CH:19][C:20]=2[CH3:21])=[O:12])[C:5]2[CH:10]=[N:9][N:8]([CH2:33][C:32]([CH3:34])=[CH2:31])[C:6]=2[N:7]=1 |f:1.2.3,7.8|. Procedure: To a stirred solution of 6-bromo-N-((4,6-dimethyl-2-oxo-1,2-dihydropyridin-3-yl)methyl)-1H-pyrazolo[3,4-b]pyridine-4-carboxamide (0.4 g, 1.0 mmol) in DMF (4 mL), K2CO3 (0.152 g, 1.10 mmol) and 3 chloro-2-methylpropene (0.115 g, 1.27 mmol) were added. Resulting reaction mixture was stirred at 80° C. for 2 h. On completion of reaction, water was added to it and extraction was carried out using 20% MeOH/DCM; the combined organic layers were washed with water, brine and dried over anhydrous Na2SO4. ... The reactants are CCO, CN, ClCc1noc(-c2cccc(Cl)c2)n1. Product: CNCc1noc(-c2cccc(Cl)c2)n1. As a reaction SMILES: [CH3:17][CH2:18][OH:19].[CH3:1][NH2:2].[Cl:3][CH2:4][c:5]1[n:6][o:7][c:8](-[c:10]2[cH:11][c:12]([Cl:16])[cH:13][cH:14][cH:15]2)[n:9]1>>[CH3:1][NH:2][CH2:4][c:5]1[n:6][o:7][c:8](-[c:10]2[cH:11][c:12]([Cl:16])[cH:13][cH:14][cH:15]2)[n:9]1. Reactants: COC(=O)C=1N(C(C2=CC=C(C=C2C1C1=CC=CC=C1)Br)=O)CC1=CC=C(C=C1)S(N)(=O)=O (6-bromo-2-(4-sulfamoylbenzyl)-1-oxo-4-phenyl-1,2-dihydroisoquinoline-3-carboxylic acid methyl ester), C([O-])([O-])=O.[K+].[K+] (potassium carbonate), CI (methyl iodide). Solvent: CN(C=O)C (dimethylformamide). Conditions: time 5 hour. The product is COC(=O)C=1N(C(C2=CC=C(C=C2C1C1=CC=CC=C1)Br)=O)CC1=CC=C(C=C1)S(NC)(=O)=O (6-bromo-2-(4-methylsulfamoylbenzyl)-1-oxo-4-phenyl-1,2-dihydroisoquinoline-3-carboxylic acid methyl ester). Isolated yield 30.6%. RXN SMILES: [CH3:1][O:2][C:3]([C:5]1[N:6]([CH2:23][C:24]2[CH:29]=[CH:28][C:27]([S:30](=[O:33])(=[O:32])[NH2:31])=[CH:26][CH:25]=2)[C:7](=[O:22])[C:8]2[C:13]([C:14]=1[C:15]1[CH:20]=[CH:19][CH:18]=[CH:17][CH:16]=1)=[CH:12][C:11]([Br:21])=[CH:10][CH:9]=2)=[O:4].[C:34](=O)([O-])[O-].[K+].[K+].CI>CN(C)C=O>[CH3:1][O:2][C:3]([C:5]1[N:6]([CH2:23][C:24]2[CH:25]=[CH:26][C:27]([S:30](=[O:33])(=[O:32])[NH:31][CH3:34])=[CH:28][CH:29]=2)[C:7](=[O:22])[C:8]2[C:13]([C:14]=1[C:15]1[CH:16]=[CH:17][CH:18]=[CH:19][CH:20]=1)=[CH:12][C:11]([Br:21])=[CH:10][CH:9]=2)=[O:4] |f:1.2.3|. Procedure: A mixture of 6-bromo-2-(4-sulfamoylbenzyl)-1-oxo-4-phenyl-1,2-dihydroisoquinoline-3-carboxylic acid methyl ester (264 mg), potassium carbonate (152 mg), methyl iodide (34 μl) and dimethylformamide (DMF) (5 ml) was stirred at room temperature for 5 hrs. The solvent was evaporated under reduced pressure, and the residue was extracted with ethyl acetate. The extract was washed with saturated brine, dried over sodium sulfate. The solvent was evaporated under reduced pressure and the residue was puri... The reactants are COC=1C=C(C=CC1)C12CCN(CC2CCC1)CCCCC (4a-(3-methoxyphenyl)-2-n-pentyl-2,3,4,4a,5,6,7,7a-octahydro-1H-2-pyrindine), Br (hydrobromic acid). Run in C(C)(=O)O (acetic acid). Product: OC=1C=C(C=CC1)C12CCN(CC2CCC1)CCCCC (4a-(3-hydroxyphenyl)-2-n-pentyl-2,3,4,4a,5,6,7,7a-octahydro-1H-2-pyrindine). As a reaction SMILES: C[O:2][C:3]1[CH:4]=[C:5]([C:9]23[CH2:17][CH2:16][CH2:15][CH:14]2[CH2:13][N:12]([CH2:18][CH2:19][CH2:20][CH2:21][CH3:22])[CH2:11][CH2:10]3)[CH:6]=[CH:7][CH:8]=1.Br>C(O)(=O)C>[OH:2][C:3]1[CH:4]=[C:5]([C:9]23[CH2:17][CH2:16][CH2:15][CH:14]2[CH2:13][N:12]([CH2:18][CH2:19][CH2:20][CH2:21][CH3:22])[CH2:11][CH2:10]3)[CH:6]=[CH:7][CH:8]=1. Reported procedure: Following the procedure set forth in Example 40, 4a-(3-methoxyphenyl)-2-n-pentyl-2,3,4,4a,5,6,7,7a-octahydro-1H-2-pyrindine was reacted with aqueous hydrobromic acid in glacial acetic acid to afford 4a-(3-hydroxyphenyl)-2-n-pentyl-2,3,4,4a,5,6,7,7a-octahydro-1H-2-pyrindine, which was then converted to the corresponding hydrogen bromide salt. M.P. 171°-173° C.